Dataset: the Open Reaction Database (ORD), a public repository of structured organic reaction records. Task: describe an organic reaction: reactants, conditions, products, and yield Reactants: CN (Monomethylamine), ClC=1C=2N(C3=CC=CC=C3N1)C(=NN2)CC (4-chloro-1-ethyl-[1,2,4]triazolo[4,3-a]quinoxaline), product. Run in CN(C=O)C (N,N-dimethylformamide). Run at temperature 0 celsius, time 2 hour. Product: CNC=1C=2N(C3=CC=CC=C3N1)C(=NN2)CC (4-methylamino-1-ethyl-[1,2,4]triazolo[4,3-a]quinoxaline). Yield: 88.0%. As a reaction SMILES: [CH3:1][NH2:2].Cl[C:4]1[C:5]2[N:6]([C:14]([CH2:17][CH3:18])=[N:15][N:16]=2)[C:7]2[C:12]([N:13]=1)=[CH:11][CH:10]=[CH:9][CH:8]=2>CN(C)C=O>[CH3:1][NH:2][C:4]1[C:5]2[N:6]([C:14]([CH2:17][CH3:18])=[N:15][N:16]=2)[C:7]2[C:12]([N:13]=1)=[CH:11][CH:10]=[CH:9][CH:8]=2. Reported procedure: Monomethylamine gas was bubbled through a solution of 4-chloro-1-ethyl-[1,2,4]triazolo[4,3-a]quinoxaline (1.2 g., 0.005 mole), the product of Example 4, in N,N-dimethylformamide (50 ml.) at 0° C. for 2 minutes. The reaction mixture was stirred at 0° C. for 30 minutes, at room temperature for 2 hours, and then poured over ice and stirred another 20 minutes. The precipitate which formed was separated by filtration, washed with water and air dried. Recrystallization from ethanol then afforded 1.0 g... Starting materials: Cl (HCl), C(C)(C)(C)OC(=O)N1[C@H]([C@H](CCC1)NCC1=C(C=CC(=C1)C(C)(F)F)OC(F)(F)F)C1=CC=CC=C1 ((2S,3S)-1-tert-Butoxycarbonyl-3-(5-(1,1-difluoroethyl)-2-(trifluoromethoxy)benzyl)amino-2-phenylpiperidine), [OH-].[Na+] (NaOH). Solvent: C(C)(=O)OCC (ethyl acetate). Reaction conditions: time 50 minute. Product: FC(C)(F)C=1C=CC(=C(CN[C@@H]2[C@@H](NCCC2)C2=CC=CC=C2)C1)OC(F)(F)F ((2S,3S) -3-(5-(1,1-Difluoroethyl)-2-(trifluoromethoxy)benzyl)amino-2-phenylpiperidine). The yield is 69.5%. As a reaction SMILES: C(OC([N:8]1[CH2:13][CH2:12][CH2:11][C@H:10]([NH:14][CH2:15][C:16]2[CH:21]=[C:20]([C:22]([F:25])([F:24])[CH3:23])[CH:19]=[CH:18][C:17]=2[O:26][C:27]([F:30])([F:29])[F:28])[C@@H:9]1[C:31]1[CH:36]=[CH:35][CH:34]=[CH:33][CH:32]=1)=O)(C)(C)C.Cl.[OH-].[Na+]>C(OCC)(=O)C>[F:25][C:22]([C:20]1[CH:19]=[CH:18][C:17]([O:26][C:27]([F:28])([F:29])[F:30])=[C:16]([CH:21]=1)[CH2:15][NH:14][C@H:10]1[CH2:11][CH2:12][CH2:13][NH:8][C@H:9]1[C:31]1[CH:36]=[CH:35][CH:34]=[CH:33][CH:32]=1)([F:24])[CH3:23] |f:2.3|. Reported procedure: To a stirred solution of Compound 26 (660 mg, 1.25 mmol) in ethyl acetate (6 ml) was added c. HCl aq. (2 ml) with ice-cooling. The reaction mixture was stirred at room temperature for 50 min. The mixture was basified to pH10-11 with 10% NaOH aq. with ice-cooling. The organic layer was separated and the aqueous layer was extracted with AcOEt. The combined solution was washed with brine, dried (MgSO4), and concentrated in vacuo to give crude product as a pale yellow oil. The crude product was puri... As a reaction SMILES: [CH3:82][N:83]([CH3:84])[CH:85]=[O:86].[CH:63]([N:64]=[C:65]=[N:66][CH:67]([CH3:68])[CH3:69])([CH3:70])[CH3:71].[NH2:1][CH2:2][c:3]1[cH:4][c:5]([CH:9]2[CH:10]([CH2:21][CH2:22][CH:23]([OH:24])[c:25]3[cH:26][cH:27][c:28]([F:31])[cH:29][cH:30]3)[C:11](=[O:20])[N:12]2[c:13]2[cH:14][cH:15][c:16]([F:19])[cH:17][cH:18]2)[cH:6][cH:7][cH:8]1.[OH:32][CH:33]([C:34]([CH2:35][O:36][CH2:37][CH2:38][O:39][CH2:40][CH2:41][NH:42][C:43](=[O:44])[CH2:45][O:46][CH2:47][CH2:48][O:49][CH2:50][C:51](=[O:52])[OH:53])=[O:54])[CH:55]([CH:56]([CH:57]([CH2:58][OH:59])[OH:60])[OH:61])[OH:62].[OH:72][c:73]1[c:74]2[n:75][n:76][nH:77][c:78]2[cH:79][cH:80][cH:81]1>>[NH:1]([CH2:2][c:3]1[cH:4][c:5]([CH:9]2[CH:10]([CH2:21][CH2:22][CH:23]([OH:24])[c:25]3[cH:26][cH:27][c:28]([F:31])[cH:29][cH:30]3)[C:11](=[O:20])[N:12]2[c:13]2[cH:14][cH:15][c:16]([F:19])[cH:17][cH:18]2)[cH:6][cH:7][cH:8]1)[C:51]([CH2:50][O:49][CH2:48][CH2:47][O:46][CH2:45][C:43]([NH:42][CH2:41][CH2:40][O:39][CH2:38][CH2:37][O:36][CH2:35][C:34]([CH:33]([OH:32])[CH:55]([CH:56]([CH:57]([CH2:58][OH:59])[OH:60])[OH:61])[OH:62])=[O:54])=[O:44])=[O:52]. Yields the product O=C(COCCOCC(=O)NCc1cccc(C2C(CCC(O)c3ccc(F)cc3)C(=O)N2c2ccc(F)cc2)c1)NCCOCCOCC(=O)C(O)C(O)C(O)C(O)CO. The reactants are CN(C)C=O, CC(C)N=C=NC(C)C, NCc1cccc(C2C(CCC(O)c3ccc(F)cc3)C(=O)N2c2ccc(F)cc2)c1, O=C(O)COCCOCC(=O)NCCOCCOCC(=O)C(O)C(O)C(O)C(O)CO, Oc1cccc2[nH]nnc12.